From a dataset of the Open Reaction Database (ORD), a public repository of structured organic reaction records. describe an organic reaction: reactants, conditions, products, and yield Reactants: O=c1ccn(C2OC(CO)C(O)C2F)c(=O)[nH]1, Ic1ncnc2nc[nH]c12, [K+], [K+], [K+], [K+], [N-]=[N+]=[N-], O, O=P([O-])([O-])[O-]. The product is OCC1OC(n2cnc3c(I)ncnc32)C(F)C1O. As a reaction SMILES: [F:11][CH:12]1[CH:13]([n:20]2[cH:21][cH:22][c:23](=[O:24])[nH:25][c:26]2=[O:27])[O:14][CH:15]([CH2:18][OH:19])[CH:16]1[OH:17].[I:1][c:2]1[c:3]2[nH:4][cH:5][n:6][c:7]2[n:8][cH:9][n:10]1.[K+:31].[K+:37].[K+:38].[K+:39].[N-:28]=[N+:29]=[N-:30].[OH2:40].[P:32]([O-:33])([O-:34])([O-:35])=[O:36]>>[I:1][c:2]1[c:3]2[n:4][cH:5][n:6]([CH:13]3[CH:12]([F:11])[CH:16]([OH:17])[CH:15]([CH2:18][OH:19])[O:14]3)[c:7]2[n:8][cH:9][n:10]1. Starting materials: C(#N)[B-](C#N)(C#N)C#N.[K+] (potassium tetracyanoborate), [Cl-].CN1C=[N+](C=C1)CCCCCCCC (3-methyl-1-octylimidazolium chloride). The product is C(#N)[B-](C#N)(C#N)C#N.C(CCCCCCC)[N+]1=CN(C=C1)C (1-octyl-3-methylimidazolium tetracyanoborate). RXN SMILES: [C:1]([B-:3]([C:8]#[N:9])([C:6]#[N:7])[C:4]#[N:5])#[N:2].[K+].[Cl-].[CH3:12][N:13]1[CH:17]=[CH:16][N+:15]([CH2:18][CH2:19][CH2:20][CH2:21][CH2:22][CH2:23][CH2:24][CH3:25])=[CH:14]1>>[C:1]([B-:3]([C:8]#[N:9])([C:6]#[N:7])[C:4]#[N:5])#[N:2].[CH2:18]([N+:15]1[CH:16]=[CH:17][N:13]([CH3:12])[CH:14]=1)[CH2:19][CH2:20][CH2:21][CH2:22][CH2:23][CH2:24][CH3:25] |f:0.1,2.3,4.5|. Procedure details: Analogously to Example A, 183 g of potassium tetracyanoborate are added to 250 g of 3-methyl-1-octylimidazolium chloride, and the mixture is subjected to corresponding work-up, giving a clear, slightly yellowish liquid.